From a dataset of the Open Reaction Database (ORD), a public repository of structured organic reaction records. describe an organic reaction: reactants, conditions, products, and yield Reactants: Cc1nc2sccn2c(=O)c1-c1ccc(C#N)cc1, COc1ccc(B(O)O)cc1, Cc1ccccc1, CCO, Cc1nc2sccn2c(=O)c1-c1cc(F)cc(F)c1, [Na+], [Na+], O=C([O-])[O-], O. The product is COc1ccc(-c2c(C)nc3sccn3c2=O)cc1. Reaction SMILES: [CH3:1][c:2]1[n:3][c:4]2[n:5]([c:6](=[O:16])[c:7]1-[c:8]1[cH:9][cH:10][c:11]([C:12]#[N:13])[cH:14][cH:15]1)[cH:17][cH:18][s:19]2.[CH3:20][O:21][c:22]1[cH:23][cH:24][c:25]([B:26]([OH:27])[OH:28])[cH:29][cH:30]1.[CH3:56][c:57]1[cH:58][cH:59][cH:60][cH:61][cH:62]1.[CH3:64][CH2:65][OH:66].[F:37][c:38]1[cH:39][c:40](-[c:41]2[c:42](=[O:43])[n:44]3[cH:45][cH:46][s:47][c:48]3[n:49][c:50]2[CH3:51])[cH:52][c:53]([F:54])[cH:55]1.[Na+:31].[Na+:32].[O-:33][C:34](=[O:35])[O-:36].[OH2:63]>>[CH3:1][c:2]1[n:3][c:4]2[n:5]([c:6](=[O:16])[c:7]1-[c:8]1[cH:9][cH:10][c:11]([O:21][CH3:20])[cH:14][cH:15]1)[cH:17][cH:18][s:19]2. The reactants are NC1=NC(=C(C=C1)Br)C(F)(F)F (2-amino-5-bromo-6-trifluoromethylpyridine), N1(CCOCC1)S(=O)(=O)C1=CC=C(C=C1)S (4-(N -morpholinylsulfonyl)thiophenol), ClC1=C(C=CC(=C1)C(F)(F)F)S(=O)(=O)Cl (2-chloro-4-trifluoromethylphenylsulfonyl chloride). Product: ClC1=C(C=CC(=C1)C(F)(F)F)S(=O)(=O)NC1=NC(=C(C=C1)SC1=CC=C(C=C1)S(=O)(=O)N1CCOCC1)C(F)(F)F (2-Chloro-N-{5-[4-(morpholine-4-sulfonyl)-phenylsulfanyl]-6-trifluoromethyl-pyridin-2-yl}-4-trifluoromethyl-benzenesulfonamide). RXN SMILES: [NH2:1][C:2]1[CH:7]=[CH:6][C:5](Br)=[C:4]([C:9]([F:12])([F:11])[F:10])[N:3]=1.[N:13]1([S:19]([C:22]2[CH:27]=[CH:26][C:25]([SH:28])=[CH:24][CH:23]=2)(=[O:21])=[O:20])[CH2:18][CH2:17][O:16][CH2:15][CH2:14]1.[Cl:29][C:30]1[CH:35]=[C:34]([C:36]([F:39])([F:38])[F:37])[CH:33]=[CH:32][C:31]=1[S:40](Cl)(=[O:42])=[O:41]>>[Cl:29][C:30]1[CH:35]=[C:34]([C:36]([F:38])([F:37])[F:39])[CH:33]=[CH:32][C:31]=1[S:40]([NH:1][C:2]1[CH:7]=[CH:6][C:5]([S:28][C:25]2[CH:24]=[CH:23][C:22]([S:19]([N:13]3[CH2:14][CH2:15][O:16][CH2:17][CH2:18]3)(=[O:21])=[O:20])=[CH:27][CH:26]=2)=[C:4]([C:9]([F:12])([F:11])[F:10])[N:3]=1)(=[O:42])=[O:41]. Procedure details: Prepared from 2-amino-5-bromo-6-trifluoromethylpyridine and 4-(N -morpholinylsulfonyl)thiophenol according to General Method 11 step 1 followed by reaction with 2-chloro-4-trifluoromethylphenylsulfonyl chloride according to General Method 11 step 2. 1H NMR (CDCl3): 8.31 (1 H, d, J 10 Hz, A-ring CH ortho to SO2NH), 7.45 (1 H, s, A ring CH ortho to CF3 & Cl), 7.65-7.50 & 7.26-7.15 (4 H & 3 H, 2×m, Ar CH's), 3.71-3.61 (4H, m, CH2OCH2), 2.95-2.86 (4H, m, CH2NCH2). Hplc (Luna 2, Gradient 5): rt=6.53 ... Reactants: CCO, Clc1ncnc2[nH]c3ccccc3c12, Cl, Nc1ccccc1. Yields the product c1ccc(Nc2ncnc3[nH]c4ccccc4c23)cc1. Reaction SMILES: [CH3:23][CH2:24][OH:25].[Cl:2][c:3]1[c:4]2[c:5]([n:6][cH:7][n:8]1)[nH:9][c:10]1[cH:11][cH:12][cH:13][cH:14][c:15]21.[ClH:1].[NH2:16][c:17]1[cH:18][cH:19][cH:20][cH:21][cH:22]1>>[c:3]1([NH:16][c:17]2[cH:18][cH:19][cH:20][cH:21][cH:22]2)[c:4]2[c:5]([n:6][cH:7][n:8]1)[nH:9][c:10]1[cH:11][cH:12][cH:13][cH:14][c:15]21. Starting materials: N1CCOCC1.BrC1=C2CC[C@H](C2=C(C=C1)F)OC1=CC2=C([C@@H](CO2)CC(=O)O)C=C1 ([(S)-6-((R)-4-bromo-7-fluoroindan-1-yloxy)-2,3-dihydrobenzo-furan-3-yl]-acetic acid morpholine salt), Cl (HCl). Run in CO (MeOH). Conditions: time 8 hour. The product is COC(C[C@@H]1COC2=C1C=CC(=C2)O[C@@H]2CCC1=C(C=CC(=C21)F)Br)=O ([(S)-6-((R)-4-Bromo-7-fluoroindan-1-yloxy)-2,3-dihydrobenzofuran-3-yl]-acetic acid methyl ester). RXN SMILES: N1CCOC[CH2:2]1.[Br:7][C:8]1[CH:16]=[CH:15][C:14]([F:17])=[C:13]2[C:9]=1[CH2:10][CH2:11][C@H:12]2[O:18][C:19]1[CH:31]=[CH:30][C:22]2[C@H:23]([CH2:26][C:27]([OH:29])=[O:28])[CH2:24][O:25][C:21]=2[CH:20]=1.Cl>CO>[CH3:2][O:28][C:27](=[O:29])[CH2:26][C@H:23]1[C:22]2[CH:30]=[CH:31][C:19]([O:18][C@H:12]3[C:13]4[C:9](=[C:8]([Br:7])[CH:16]=[CH:15][C:14]=4[F:17])[CH2:10][CH2:11]3)=[CH:20][C:21]=2[O:25][CH2:24]1 |f:0.1|. Procedure: 5.87 g (11.9 mmol) [(S)-6-((R)-4-bromo-7-fluoroindan-1-yloxy)-2,3-dihydrobenzo-furan-3-yl]-acetic acid morpholine salt is suspended in 22 ml MeOH. Then, 3.56 ml (14.2 mmol) HCl (4 M in dioxane) is added and the funnel is rinsed with 1.50 ml MeOH. The mixture is stirred overnight at r.t. and seeds are added. After 30 min, 5.90 ml water is added and stirring is continued. The precipitated product is filtered off, washed with 14.6 ml MeOH/water (4:1) and dried. Yield: 4.25 g; Rf=0.39 (silica gel, P... Starting materials: N1CCOCC1 (morpholine), C([O-])(O)=O.[Na+] (sodium bicarbonate), BrC=1C=C(C=CC1)NC1=C(C=NC2=CC(=C(C=C12)N)OC)C#N (4-[(3-Bromophenyl)amino]-7-methoxy-6-amino-3-quinolinecarbonitrile), CCN(C(C)C)C(C)C (Hunig's base), BrC/C=C/C(=O)Cl (4-bromocrotonyl chloride). Run in C1CCOC1 (THF), C1CCOC1 (THF), C1CCOC1 (THF). The product is BrC=1C=C(C=CC1)NC1=C(C=NC2=CC(=C(C=C12)NC(C=CCN1CCOCC1)=O)OC)C#N (4-Morpholin-4-yl-but-2-enoic acid [4-(3-bromo-phenylamino)-3-cyano-7-methoxy-quinolin-6-yl]-amide). The yield is 38.9%. As a reaction SMILES: [Br:1][C:2]1[CH:3]=[C:4]([NH:8][C:9]2[C:18]3[C:13](=[CH:14][C:15]([O:20][CH3:21])=[C:16]([NH2:19])[CH:17]=3)[N:12]=[CH:11][C:10]=2[C:22]#[N:23])[CH:5]=[CH:6][CH:7]=1.CCN(C(C)C)C(C)C.Br[CH2:34]/[CH:35]=[CH:36]/[C:37](Cl)=[O:38].[NH:40]1[CH2:45][CH2:44][O:43][CH2:42][CH2:41]1.C(=O)(O)[O-].[Na+]>C1COCC1>[Br:1][C:2]1[CH:3]=[C:4]([NH:8][C:9]2[C:18]3[C:13](=[CH:14][C:15]([O:20][CH3:21])=[C:16]([NH:19][C:37](=[O:38])[CH:36]=[CH:35][CH2:34][N:40]4[CH2:45][CH2:44][O:43][CH2:42][CH2:41]4)[CH:17]=3)[N:12]=[CH:11][C:10]=2[C:22]#[N:23])[CH:5]=[CH:6][CH:7]=1 |f:4.5|. Procedure: To a mixture of 0.69 g (1.87 mmol) of 4-[(3-Bromophenyl)amino]-7-methoxy-6-amino-3-quinolinecarbonitrile and 0.98 ml (5.6 mmol) of Hunig's base in 50 ml of dry THF at 0° C., with stirring, was added a THF solution containing 0.86 g (5 mmol) of 4-bromocrotonyl chloride dropwise. The mixture was stirred for a additional 0.5 hour and then was added to a solution of 4.89 ml (56 mmol) morpholine in 50 ml THF at 0° C. dropwise. The solution was stirred an additional 0.5 hour and then the mixture was p... Starting materials: CN1C(C(=CC(=C1)B1OC(C(O1)(C)C)(C)C)NC1=NC=C(C=C1)N1CCN(CC1)C)=O (1-methyl-3-[5-(4-methyl-piperazin-1-yl)-pyridin-2-ylamino]-5-(4,4,5,5-tetramethyl-[1,3,2]dioxaborolan-2-yl)-1H-pyridin-2-one), C(C)(=O)OCC1=C(C=CC=C1N1C(C2=CC=3CC(CC3N2CC1)(C)C)=O)Br (2-Bromo-6-(9-oxo-4,4-dimethyl-1,10-diazatricyclo[6.4.0.02,6]dodeca-2(6),7-dien-10-yl)benzyl Acetate). Reagents/catalysts: C=1C=CC(=CC1)[P](C=2C=CC=CC2)(C=3C=CC=CC3)[Pd]([P](C=4C=CC=CC4)(C=5C=CC=CC5)C=6C=CC=CC6)([P](C=7C=CC=CC7)(C=8C=CC=CC8)C=9C=CC=CC9)[P](C=1C=CC=CC1)(C=1C=CC=CC1)C=1C=CC=CC1 (Pd(PPh3)4). Run in COCCOC (1,2-dimethoxyethane), C(=O)([O-])[O-].[Na+].[Na+] (Na2CO3). Conditions: temperature 125 celsius, time 7 minute. Yields the product C(C)(=O)OCC1=C(C=CC=C1C1=CN(C(C(=C1)NC1=NC=C(C=C1)N1CCN(CC1)C)=O)C)N1C(C2=CC=3CC(CC3N2CC1)(C)C)=O (10-[2-(Acetoxymethyl)-3-(1-methyl-5-{[5-(4-methylpiperazin-1-yl)pyridin-2-yl]amino}-6-oxo-1,6-dihydropyridin-3-yl)phenyl]-4,4-dimethyl-1,10-diazatricyclo[6.4.0.02,6]dodeca-2(6),7-dien-9-one). Yield: 23.3%. Reaction SMILES: [CH3:1][N:2]1[CH:7]=[C:6](B2OC(C)(C)C(C)(C)O2)[CH:5]=[C:4]([NH:17][C:18]2[CH:23]=[CH:22][C:21]([N:24]3[CH2:29][CH2:28][N:27]([CH3:30])[CH2:26][CH2:25]3)=[CH:20][N:19]=2)[C:3]1=[O:31].[C:32]([O:35][CH2:36][C:37]1[C:42]([N:43]2[CH2:54][CH2:53][N:52]3[C:45](=[CH:46][C:47]4[CH2:48][C:49]([CH3:56])([CH3:55])[CH2:50][C:51]=43)[C:44]2=[O:57])=[CH:41][CH:40]=[CH:39][C:38]=1Br)(=[O:34])[CH3:33]>C([O-])([O-])=O.[Na+].[Na+].COCCOC.C1C=CC([P]([Pd]([P](C2C=CC=CC=2)(C2C=CC=CC=2)C2C=CC=CC=2)([P](C2C=CC=CC=2)(C2C=CC=CC=2)C2C=CC=CC=2)[P](C2C=CC=CC=2)(C2C=CC=CC=2)C2C=CC=CC=2)(C2C=CC=CC=2)C2C=CC=CC=2)=CC=1>[C:32]([O:35][CH2:36][C:37]1[C:38]([C:6]2[CH:5]=[C:4]([NH:17][C:18]3[CH:23]=[CH:22][C:21]([N:24]4[CH2:25][CH2:26][N:27]([CH3:30])[CH2:28][CH2:29]4)=[CH:20][N:19]=3)[C:3](=[O:31])[N:2]([CH3:1])[CH:7]=2)=[CH:39][CH:40]=[CH:41][C:42]=1[N:43]1[CH2:54][CH2:53][N:52]2[C:45](=[CH:46][C:47]3[CH2:48][C:49]([CH3:56])([CH3:55])[CH2:50][C:51]=32)[C:44]1=[O:57])(=[O:34])[CH3:33] |f:2.3.4,^1:74,76,95,114|. Reported procedure: In a 10-mL glass vessel equipped with a magnetic stirring bar were placed 1-methyl-3-[5-(4-methyl-piperazin-1-yl)-pyridin-2-ylamino]-5-(4,4,5,5-tetramethyl-[1,3,2]dioxaborolan-2-yl)-1H-pyridin-2-one 197e (210 mg, 0.49 mmol), 10-[2-(acetoxymethyl)-3-bromophenyl]-4,4-dimethyl-1,10-diazatricyclo[6.4.0.02,6]dodeca-2(6),7-dien-9-one 167f (143 mg, 0.33 mmol), Pd(PPh3)4 (30 mg, 0.0.26 mmol) in 2 N Na2CO3 (2 mL) and 1,2-dimethoxyethane (5 mL). The vessel was sealed with a septum and placed into the micr... The reactants are C1CCOC1, ClCCl, [H][H], Cc1c(C(=O)NN2CCCCC2)nn(-c2ccc(Cl)cc2Cl)c1-c1ccc(C#CCO)cc1, [Pd]. Yields the product Cc1c(C(=O)NN2CCCCC2)nn(-c2ccc(Cl)cc2Cl)c1-c1ccc(CCCO)cc1. Reaction SMILES: [CH2:39]1[O:40][CH2:41][CH2:42][CH2:43]1.[Cl:36][CH2:37][Cl:38].[H:34][H:35].[N:1]1([NH:7][C:8](=[O:9])[c:10]2[n:11][n:12](-[c:26]3[c:27]([Cl:33])[cH:28][c:29]([Cl:32])[cH:30][cH:31]3)[c:13](-[c:16]3[cH:17][cH:18][c:19]([C:22]#[C:23][CH2:24][OH:25])[cH:20][cH:21]3)[c:14]2[CH3:15])[CH2:2][CH2:3][CH2:4][CH2:5][CH2:6]1.[Pd:44]>>[N:1]1([NH:7][C:8](=[O:9])[c:10]2[n:11][n:12](-[c:26]3[c:27]([Cl:33])[cH:28][c:29]([Cl:32])[cH:30][cH:31]3)[c:13](-[c:16]3[cH:17][cH:18][c:19]([CH2:22][CH2:23][CH2:24][OH:25])[cH:20][cH:21]3)[c:14]2[CH3:15])[CH2:2][CH2:3][CH2:4][CH2:5][CH2:6]1.